Dataset: the Open Reaction Database (ORD), a public repository of structured organic reaction records. Task: describe an organic reaction: reactants, conditions, products, and yield The reactants are CC1=C(C(=CC(=C1)B1OC(C(O1)(C)C)(C)C)C)O (2,6-Dimethyl-4-(4,4,5,5-tetramethyl-1,3,2-dioxaborolan-2-yl)phenol), C([O-])([O-])=O.[Na+].[Na+] (sodium carbonate), ClC=1C=C(C(N(N1)COCC[Si](C)(C)C)=O)C1=NC2=C(N1COCC[Si](C)(C)C)C=C(C=C2)Cl (6-Chloro-4-[6-chloro-1-(2-trimethylsilanylethoxymethyl)-1H-benzimidazol-2-yl]-2-(2-trimethylsilanylethoxymethyl)-2H-pyridazin-3-one). Reagents/catalysts: [Pd].C1(=CC=CC=C1)P(C1=CC=CC=C1)C1=CC=CC=C1.C1(=CC=CC=C1)P(C1=CC=CC=C1)C1=CC=CC=C1.C1(=CC=CC=C1)P(C1=CC=CC=C1)C1=CC=CC=C1.C1(=CC=CC=C1)P(C1=CC=CC=C1)C1=CC=CC=C1 (tetrakis(triphenylphosphine) palladium(0)). Run in COCCOC (DME). Reaction conditions: temperature 95 celsius. The product is ClC=1C=CC2=C(N(C(=N2)C=2C(N(N=C(C2)C2=CC(=C(C(=C2)C)O)C)COCC[Si](C)(C)C)=O)COCC[Si](C)(C)C)C1 (4-[6-Chloro-1-(2-trimethylsilanylethoxymethyl)-1H-benzimidazol-2-yl]-6-(4-hydroxy-3,5-dimethyl phenyl)-2-(2-trimethylsilanylethoxymethyl)-2H-pyridazin-3-one). As a reaction SMILES: Cl[C:2]1[CH:3]=[C:4]([C:17]2[N:21]([CH2:22][O:23][CH2:24][CH2:25][Si:26]([CH3:29])([CH3:28])[CH3:27])[C:20]3[CH:30]=[C:31]([Cl:34])[CH:32]=[CH:33][C:19]=3[N:18]=2)[C:5](=[O:16])[N:6]([CH2:8][O:9][CH2:10][CH2:11][Si:12]([CH3:15])([CH3:14])[CH3:13])[N:7]=1.[CH3:35][C:36]1[CH:41]=[C:40](B2OC(C)(C)C(C)(C)O2)[CH:39]=[C:38]([CH3:51])[C:37]=1[OH:52].C(=O)([O-])[O-].[Na+].[Na+]>COCCOC.[Pd].C1(P(C2C=CC=CC=2)C2C=CC=CC=2)C=CC=CC=1.C1(P(C2C=CC=CC=2)C2C=CC=CC=2)C=CC=CC=1.C1(P(C2C=CC=CC=2)C2C=CC=CC=2)C=CC=CC=1.C1(P(C2C=CC=CC=2)C2C=CC=CC=2)C=CC=CC=1>[Cl:34][C:31]1[CH:32]=[CH:33][C:19]2[N:18]=[C:17]([C:4]3[C:5](=[O:16])[N:6]([CH2:8][O:9][CH2:10][CH2:11][Si:12]([CH3:13])([CH3:14])[CH3:15])[N:7]=[C:2]([C:40]4[CH:39]=[C:38]([CH3:51])[C:37]([OH:52])=[C:36]([CH3:35])[CH:41]=4)[CH:3]=3)[N:21]([CH2:22][O:23][CH2:24][CH2:25][Si:26]([CH3:29])([CH3:27])[CH3:28])[C:20]=2[CH:30]=1 |f:2.3.4,6.7.8.9.10|. Reported procedure: 6-Chloro-4-[6-chloro-1-(2-trimethylsilanylethoxymethyl)-1H-benzimidazol-2-yl]-2-(2-trimethylsilanylethoxymethyl)-2H-pyridazin-3-one (100 mg; 0.185 mmol) and tetrakis(triphenylphosphine) palladium(0) (0.15 equivalents) are dissolved in DME, and argon is passed in for 10 min. 2,6-Dimethyl-4-(4,4,5,5-tetramethyl-1,3,2-dioxaborolan-2-yl)phenol (1 equivalent) and 2M aqueous sodium carbonate solution (2 equivalents) are added and the mixture is heated at 95° C. for 5 hours. The volatile constituents a... The reactants are ice water, C1(=CC=CC=C1)C (toluene), C(CCCCCCCCCCCCCCC)OC(=O)Cl (palmityloxycarbonyl chloride), C1([C@@H](O)[C@H](O)[C@H](O1)CO)N1C(=O)N=C(N)C=C1 (arabinofuranosylcytosine), C(O)([O-])=O.[Na+] (sodium hydrogen carbonate). Run in CC(=O)N(C)C (dimethylacetamide). Reaction conditions: time 3 hour. The product is C(CCCCCCCCCCCCCCC)OC(=O)NC1=NC(N(C=C1)C1[C@@H](O)[C@H](O)[C@H](O1)CO)=O (N4 -palmityloxycarbonylarabinofuranosylcytosine). Yield: 30.5%. As a reaction SMILES: C1(C)C=CC=CC=1.[CH2:8]([O:24][C:25](Cl)=[O:26])[CH2:9][CH2:10][CH2:11][CH2:12][CH2:13][CH2:14][CH2:15][CH2:16][CH2:17][CH2:18][CH2:19][CH2:20][CH2:21][CH2:22][CH3:23].[CH:28]1([N:37]2[CH:44]=[CH:43][C:41]([NH2:42])=[N:40][C:38]2=[O:39])[O:34][C@H:33]([CH2:35][OH:36])[C@@H:31]([OH:32])[C@@H:29]1[OH:30].C(=O)([O-])O.[Na+]>CC(N(C)C)=O>[CH2:8]([O:24][C:25]([NH:42][C:41]1[CH:43]=[CH:44][N:37]([CH:28]2[O:34][C@H:33]([CH2:35][OH:36])[C@@H:31]([OH:32])[C@@H:29]2[OH:30])[C:38](=[O:39])[N:40]=1)=[O:26])[CH2:9][CH2:10][CH2:11][CH2:12][CH2:13][CH2:14][CH2:15][CH2:16][CH2:17][CH2:18][CH2:19][CH2:20][CH2:21][CH2:22][CH3:23] |f:3.4|. Procedure: A toluene solution containing 1.8 g of palmityloxycarbonyl chloride is added to 20 ml of a dimethylacetamide solution containing 1.5 g of arabinofuranosylcytosine and 1.7 g of sodium hydrogen carbonate. The reaction is carried out at room temperature with stirring of the mixture for 3 hours. After the reaction is completed, the reaction mixture is poured into an ice-water and the precipitated solids are collected by filtration, followed by washing successively with acetone and with hot chlorofor... Reactants: COC=1C=C(C(=O)N2CC(CCC2)(CCO)C2=CC(=C(C=C2)Cl)Cl)C=C(C1OC)OC (1-(3,4,5-trimethoxybenzoyl)-3-(3,4-dichlorophenyl)-3-(2-hydroxyethyl)piperidine), C(C)(C)N(C(C)C)CC (N,N-diisopropylethylamine), CS(=O)(=O)Cl (methanesulfonyl chloride). Run in ClCCl (dichloromethane), ClCCl (dichloromethane). Run at temperature 0 celsius, time 3.5 hour. The product is COC=1C=C(C(=O)N2CC(CCC2)(CCOS(=O)(=O)C)C2=CC(=C(C=C2)Cl)Cl)C=C(C1OC)OC (1-(3,4,5-trimethoxybenzoyl)-3-(3,4-dichlorophenyl)-3-(2-methanesulfonyloxyethyl)piperidine). As a reaction SMILES: [CH3:1][O:2][C:3]1[CH:4]=[C:5]([CH:25]=[C:26]([O:30][CH3:31])[C:27]=1[O:28][CH3:29])[C:6]([N:8]1[CH2:13][CH2:12][CH2:11][C:10]([C:17]2[CH:22]=[CH:21][C:20]([Cl:23])=[C:19]([Cl:24])[CH:18]=2)([CH2:14][CH2:15][OH:16])[CH2:9]1)=[O:7].C(N(CC)C(C)C)(C)C.[CH3:41][S:42](Cl)(=[O:44])=[O:43]>ClCCl>[CH3:1][O:2][C:3]1[CH:4]=[C:5]([CH:25]=[C:26]([O:30][CH3:31])[C:27]=1[O:28][CH3:29])[C:6]([N:8]1[CH2:13][CH2:12][CH2:11][C:10]([C:17]2[CH:22]=[CH:21][C:20]([Cl:23])=[C:19]([Cl:24])[CH:18]=2)([CH2:14][CH2:15][O:16][S:42]([CH3:41])(=[O:44])=[O:43])[CH2:9]1)=[O:7]. Reported procedure: Combine 1-(3,4,5-trimethoxybenzoyl)-3-(3,4-dichlorophenyl)-3-(2-hydroxyethyl)piperidine (0.61 g, 1.3 mmol) and N,N-diisopropylethylamine (0.37 g, 2.86 mmol) in anhydrous dichloromethane (12 mL). Cool the reaction mixture to 0° C. with an ice bath. Slowly add methanesulfonyl chloride (0.19 g, 1.7 mmol). After 3.5 hours, dilute the reaction mixture with dichloromethane and extract with 1M hydrochloric acid and with a saturated solution of sodium bicarbonate. Dry the organic layer over Na2SO4, filt... Starting materials: COc1ccc(CCCCCCCCOc2ccc(C)nc2C=CCC(=O)O)cc1, ClCCl, O=C(OO)c1cccc(Cl)c1. Yields the product COc1ccc(CCCCCCCCOc2ccc(C)[n+]([O-])c2C=CCC(=O)O)cc1. Reaction SMILES: [C:1](=[O:2])([OH:3])[CH2:4][CH:5]=[CH:6][c:7]1[n:8][c:9]([CH3:30])[cH:10][cH:11][c:12]1[O:13][CH2:14][CH2:15][CH2:16][CH2:17][CH2:18][CH2:19][CH2:20][CH2:21][c:22]1[cH:23][cH:24][c:25]([O:28][CH3:29])[cH:26][cH:27]1.[Cl:42][CH2:43][Cl:44].[OH:31][O:32][C:33]([c:34]1[cH:35][c:36]([Cl:37])[cH:38][cH:39][cH:40]1)=[O:41]>>[C:1](=[O:2])([OH:3])[CH2:4][CH:5]=[CH:6][c:7]1[n+:8]([O-:31])[c:9]([CH3:30])[cH:10][cH:11][c:12]1[O:13][CH2:14][CH2:15][CH2:16][CH2:17][CH2:18][CH2:19][CH2:20][CH2:21][c:22]1[cH:23][cH:24][c:25]([O:28][CH3:29])[cH:26][cH:27]1. Reaction SMILES: [C:1]1([CH:17]=[O:18])[C:14]2[C:15]3=[C:16]4[C:11](=[CH:12][CH:13]=2)[CH:10]=[CH:9][CH:8]=[C:7]4[CH:6]=[CH:5][C:4]3=[CH:3][CH:2]=1.[BH4-].[Na+].O>C(O)C>[OH:18][CH2:17][C:1]1[C:14]2[C:15]3=[C:16]4[C:11](=[CH:12][CH:13]=2)[CH:10]=[CH:9][CH:8]=[C:7]4[CH:6]=[CH:5][C:4]3=[CH:3][CH:2]=1 |f:1.2|. Solvent: C(C)O (ethanol). Procedure: To a suspension of pyrene carboxaldehyde (9.6 g, 42 mmol) in ethanol (50 mL) was added NaBH4 (2 g) and the mixture was stirred at room temperature for 6 hours. Water (100 mL) was added and the mixture was extracted with ether (2×50 mL). The organic layer was dried over MgSO4, and the solvent evaporated under reduced pressure to give a light-yellow solid which was recrystallized from ethyl acetate to afford prisms, m.p. 125°-126° C., yield: 8.3 g, 86%. Conditions: time 6 hour. Reactants: [BH4-].[Na+] (NaBH4), C1(=CC=C2C=CC3=CC=CC4=CC=C1C2=C34)C=O (pyrene carboxaldehyde), O (Water). Yields the product OCC1=CC=C2C=CC3=CC=CC4=CC=C1C2=C34 (1-Hydroxymethylpyrene). The reactants are CO, COC(=O)c1cc(NS(=O)(=O)C(F)(F)F)ccc1Cl, Cl, [Na+], [OH-], O. Yields the product O=C(O)c1cc(NS(=O)(=O)C(F)(F)F)ccc1Cl. As a reaction SMILES: [CH3:22][OH:23].[Cl:1][c:2]1[c:3]([C:4](=[O:5])[O:6][CH3:7])[cH:8][c:9]([NH:12][S:13](=[O:14])(=[O:15])[C:16]([F:17])([F:18])[F:19])[cH:10][cH:11]1.[ClH:25].[Na+:21].[OH-:20].[OH2:24]>>[Cl:1][c:2]1[c:3]([C:4](=[O:5])[OH:6])[cH:8][c:9]([NH:12][S:13](=[O:14])(=[O:15])[C:16]([F:17])([F:18])[F:19])[cH:10][cH:11]1.